This data is from the Open Reaction Database (ORD), a public repository of structured organic reaction records. The task is: describe an organic reaction: reactants, conditions, products, and yield Reactants: CCOC(C)=N, Cl, NCc1cc(Oc2cccc(CCC(=O)Nc3ccc(Cl)c(C(F)(F)F)c3)c2)ccn1, CN(C)C=O. The product is CC(=N)NCc1cc(Oc2cccc(CCC(=O)Nc3ccc(Cl)c(C(F)(F)F)c3)c2)ccn1. As a reaction SMILES: [C:33]([CH3:34])([O:35][CH2:36][CH3:37])=[NH:38].[ClH:32].[NH2:1][CH2:2][c:3]1[n:4][cH:5][cH:6][c:7]([O:9][c:10]2[cH:11][c:12]([CH2:16][CH2:17][C:18](=[O:19])[NH:20][c:21]3[cH:22][c:23]([C:28]([F:29])([F:30])[F:31])[c:24]([Cl:27])[cH:25][cH:26]3)[cH:13][cH:14][cH:15]2)[cH:8]1.[O:39]=[CH:40][N:41]([CH3:42])[CH3:43]>>[NH:1]([CH2:2][c:3]1[n:4][cH:5][cH:6][c:7]([O:9][c:10]2[cH:11][c:12]([CH2:16][CH2:17][C:18](=[O:19])[NH:20][c:21]3[cH:22][c:23]([C:28]([F:29])([F:30])[F:31])[c:24]([Cl:27])[cH:25][cH:26]3)[cH:13][cH:14][cH:15]2)[cH:8]1)[C:33]([CH3:34])=[NH:38]. The reactants are C(C)(=O)OCC (Ethyl acetate), ClC=1C=C(C=CC1[N+](=O)[O-])C(C)=O (3'-chloro-4'-nitroacetophenone), ClC1=CC=C(C=C1)S (4-chlorothiophenol), C([O-])([O-])=O.[K+].[K+] (potassium carbonate). Run in O (water), C1(=CC=CC=C1)C (toluene). Reaction conditions: temperature 70 celsius, time 5 hour. Yields the product ClC1=CC=C(C=C1)SC=1C=C(C=CC1[N+](=O)[O-])C(C)=O (3'-(4-chlorophenylthio)-4'-nitroacetophenone). The yield is 82.1%. Reaction SMILES: Cl[C:2]1[CH:3]=[C:4]([C:11](=[O:13])[CH3:12])[CH:5]=[CH:6][C:7]=1[N+:8]([O-:10])=[O:9].[Cl:14][C:15]1[CH:20]=[CH:19][C:18]([SH:21])=[CH:17][CH:16]=1.C(=O)([O-])[O-].[K+].[K+].C(OCC)(=O)C>C1(C)C=CC=CC=1.O>[Cl:14][C:15]1[CH:20]=[CH:19][C:18]([S:21][C:2]2[CH:3]=[C:4]([C:11](=[O:13])[CH3:12])[CH:5]=[CH:6][C:7]=2[N+:8]([O-:10])=[O:9])=[CH:17][CH:16]=1 |f:2.3.4|. Procedure details: A mixture of 3'-chloro-4'-nitroacetophenone (1.5 g), 4-chlorothiophenol (1.63 g) and potassium carbonate (1.56 g) in toluene (15 ml) was stirred at 70° C. for 5 hours. Ethyl acetate and water were added, and the organic layer was separated, washed with water, dried and evaporated to dryness. The residue was washed with toluene to give yellow crystals of 3'-(4-chlorophenylthio)-4'-nitroacetophenone (1.9 g). Procedure details: Methyl 4-(1-methyl-2-pyridin-2-yl-1H-imidazol-4-yl)benzoate (12.5 g, 42.6 mmol) was dissolved in methylene chloride (120 mL), to which was added NIS (10.6 g, 47 mmol) and 0.5 mL of TFA. After stirring for 5 min, the reaction was diluted with 120 mL of methylene chloride and quenched with aq NaHCO3. The organic layer was separated, washed with aq Na2S2O3, water, brine, dried over MgSO4, filtered, and concentrated to give 16.3 g of methyl 4-(5-iodo-1-methyl-2-pyridin-2-yl-1H-imidazol-4-yl)benzoate... Isolated yield 91.3%. As a reaction SMILES: [CH3:1][N:2]1[CH:6]=[C:5]([C:7]2[CH:16]=[CH:15][C:10]([C:11]([O:13][CH3:14])=[O:12])=[CH:9][CH:8]=2)[N:4]=[C:3]1[C:17]1[CH:22]=[CH:21][CH:20]=[CH:19][N:18]=1.C1C(=O)N([I:30])C(=O)C1.C(O)(C(F)(F)F)=O>C(Cl)Cl>[I:30][C:6]1[N:2]([CH3:1])[C:3]([C:17]2[CH:22]=[CH:21][CH:20]=[CH:19][N:18]=2)=[N:4][C:5]=1[C:7]1[CH:16]=[CH:15][C:10]([C:11]([O:13][CH3:14])=[O:12])=[CH:9][CH:8]=1. Yields the product IC1=C(N=C(N1C)C1=NC=CC=C1)C1=CC=C(C(=O)OC)C=C1 (methyl 4-(5-iodo-1-methyl-2-pyridin-2-yl-1H-imidazol-4-yl)benzoate). The reactants are C1CC(=O)N(C1=O)I (NIS), C(=O)(C(F)(F)F)O (TFA), CN1C(=NC(=C1)C1=CC=C(C(=O)OC)C=C1)C1=NC=CC=C1 (Methyl 4-(1-methyl-2-pyridin-2-yl-1H-imidazol-4-yl)benzoate). Conditions: time 5 minute. Run in C(Cl)Cl (methylene chloride), C(Cl)Cl (methylene chloride). The reactants are O1CCCC1 (tetrahydrofuran), COC=1C(=CC=2C3=C(C=NC2C1)NN=C3C3=CC(=C(C#N)C=C3)C=C)OC (4-(7,8-Dimethoxy-3H-pyrazolo[3,4-c]quinolin-1-yl)-2-vinylbenzonitrile), aldehyde, [BH4-].[Na+] (NaBH4), O=[O+][O-] (ozone). The solvent is C(C)O (ethanol), CN(C=O)C (N,N-dimethylformamide). Conditions: temperature 78 celsius, time 20 minute. The product is COC=1C(=CC=2C3=C(C=NC2C1)NN=C3C3=CC(=C(C#N)C=C3)CO)OC (4-(7,8-dimethoxy-3H-pyrazolo[3,4-c]quinolin-1-yl)-2-hydroxymethylbenzonitrile). Reaction SMILES: [CH3:1][O:2][C:3]1[C:4]([O:26][CH3:27])=[CH:5][C:6]2[C:7]3[C:15]([C:16]4[CH:23]=[CH:22][C:19]([C:20]#[N:21])=[C:18]([CH:24]=C)[CH:17]=4)=[N:14][NH:13][C:8]=3[CH:9]=[N:10][C:11]=2[CH:12]=1.[O:28]1CCCC1.O=[O+][O-].[BH4-].[Na+]>CN(C)C=O.C(O)C>[CH3:1][O:2][C:3]1[C:4]([O:26][CH3:27])=[CH:5][C:6]2[C:7]3[C:15]([C:16]4[CH:23]=[CH:22][C:19]([C:20]#[N:21])=[C:18]([CH2:24][OH:28])[CH:17]=4)=[N:14][NH:13][C:8]=3[CH:9]=[N:10][C:11]=2[CH:12]=1 |f:3.4|. Procedure: 4-(7,8-Dimethoxy-3H-pyrazolo[3,4-c]quinolin-1-yl)-2-vinylbenzonitrile (247 mg, 693 μmol) is dissolved in N,N-dimethylformamide (1.5 ml), tetrahydrofuran (6.0 ml) and ethanol (9.0 ml) and cooled to (−) 78° C. The reaction solution is subsequently treated with ozone (oxygen flow of ozone generator 50 l/h) for 4 min, nitrogen is then passed through (2 min). After LC-MS check (aldehyde intermediate), NaBH4 (24 mg, 624 μmol) is added, and the reaction mixture is stirred at (−)78° C. for 20 min. The c...